This data is from the Open Reaction Database (ORD), a public repository of structured organic reaction records. The task is: describe an organic reaction: reactants, conditions, products, and yield RXN SMILES: [C:1]([C:3]1[CH:4]=[C:5]([C:17](=[O:25])[C:18]2[CH:23]=[CH:22][C:21](F)=[CH:20][CH:19]=2)[N:6]2[C:15]3[C:10](=[CH:11][CH:12]=[C:13]([CH3:16])[CH:14]=3)[CH:9]=[CH:8][C:7]=12)#[N:2].[NH:26]1[CH:30]=[CH:29][N:28]=[CH:27]1>>[C:1]([C:3]1[CH:4]=[C:5]([C:17](=[O:25])[C:18]2[CH:23]=[CH:22][C:21]([N:26]3[CH:30]=[CH:29][N:28]=[CH:27]3)=[CH:20][CH:19]=2)[N:6]2[C:15]3[C:10](=[CH:11][CH:12]=[C:13]([CH3:16])[CH:14]=3)[CH:9]=[CH:8][C:7]=12)#[N:2]. Starting materials: C(#N)C=1C=C(N2C1C=CC1=CC=C(C=C21)C)C(C2=CC=C(C=C2)F)=O (3-cyano-1-(4-fluoro-benzoyl)-8-methyl-pyrrolo[1,2-a]quinoline), N1C=NC=C1 (imidazole). Product: C(#N)C=1C=C(N2C1C=CC1=CC=C(C=C21)C)C(C2=CC=C(C=C2)N2C=NC=C2)=O (3-Cyano-1-(4-imidazol-1-yl-benzoyl)-8-methyl-pyrrolo[1,2-a]quinoline). Procedure: The title compound was prepared as described for Example 21, using 3-cyano-1-(4-fluoro-benzoyl)-8-methyl-pyrrolo[1,2-a]quinoline (54 mg, 0.164 mmol) and imidazole, and yielded 50.1 mg (81%). 1H NMR (CDCl3): 8.20 (dt, J=8.7, 2.1 Hz, 2H), 8.04 (s, broad, 1H), 7.89 (m, 1H), 7.74 (m, 2H), 7.62 (m, 3H), 7.44 (m, 2H), 7.43 (s, broad, 1H), 7.39 (dd, J=7.8, 0.6 Hz, 1H), 7.30 (s, broad, 1H), 2.54 (s, 3H). Starting materials: BrC=1C=CC=2N(C1)C=NN2 (6-bromo-[1,2,4]triazolo[4,3-a]pyridine), FC(OC1=CC=C(C=C1)B(O)O)(F)F (4-trifluoromethoxyphenylboronic acid), C([O-])([O-])=O.[K+].[K+] (potassium carbonate). Solvent: CN(C)C=O (DMF). Conditions: temperature 150 celsius. Product: FC(OC1=CC=C(C=C1)C=1C=CC=2N(C1)C=NN2)(F)F (6-(4-(trifluoromethoxy)phenyl)-[1,2,4]triazolo[4,3-a]pyridine). Yield: 43.0%. As a reaction SMILES: Br[C:2]1[CH:3]=[CH:4][C:5]2[N:6]([CH:8]=[N:9][N:10]=2)[CH:7]=1.[F:11][C:12]([F:24])([F:23])[O:13][C:14]1[CH:19]=[CH:18][C:17](B(O)O)=[CH:16][CH:15]=1.C(=O)([O-])[O-].[K+].[K+]>CN(C=O)C>[F:11][C:12]([F:23])([F:24])[O:13][C:14]1[CH:19]=[CH:18][C:17]([C:2]2[CH:3]=[CH:4][C:5]3[N:6]([CH:8]=[N:9][N:10]=3)[CH:7]=2)=[CH:16][CH:15]=1 |f:2.3.4|. Procedure details: In a 5 mL vial 6-bromo-[1,2,4]triazolo[4,3-a]pyridine (93 mg), 4-trifluoromethoxyphenylboronic acid (115 mg), and potassium carbonate (187 mg) were suspended in DMF (2 mL) that was previously degassed with nitrogen. Tetrakis(triphenylphosphine) palladium (20 mg) was added and the reaction mixture was heated in a microwave reactor at 150° C. for 30 min, filtered, and concentrated. The residue was subjected to gradient chromatography (MeOH/dichloromethane) to produce white powder, 56.4 mg (43% yie...